The task is: describe an organic reaction: reactants, conditions, products, and yield. This data is from the Open Reaction Database (ORD), a public repository of structured organic reaction records. Reactants: NC1CCC2=C(C=CC(=C12)O)C (1-amino-7-hydroxy-4-methylindane), BrBr (bromine). Run in C(C)(=O)O (acetic acid), C(C)(=O)O (acetic acid). Conditions: time 1 hour. Yields the product Br.NC1CCC2=C(C=C(C(=C12)O)Br)C (1-amino-6-bromo-7-hydroxy-4-methylindane hydrobromide). RXN SMILES: [NH2:1][CH:2]1[C:10]2[C:5](=[C:6]([CH3:12])[CH:7]=[CH:8][C:9]=2[OH:11])[CH2:4][CH2:3]1.[Br:13]Br>C(O)(=O)C>[BrH:13].[NH2:1][CH:2]1[C:10]2[C:5](=[C:6]([CH3:12])[CH:7]=[C:8]([Br:13])[C:9]=2[OH:11])[CH2:4][CH2:3]1 |f:3.4|. Procedure details: 5 Grams of 1-amino-7-hydroxy-4-methylindane was dissolved in 30 ml of acetic acid, then an acetic acid solution containing 1.73 ml of bromine was added and stirred at a room temperature for 1 hour. The crystals precipitated were collected by filtration, and were recrystallized from isopropanol to obtain 2 g of 1-amino-6-bromo-7-hydroxy-4-methylindane hydrobromide in the form of yellow needle-like crystals. Melting point: 178°-190° C. (decomp.) The structure was determined by means of NMR. Procedure details: 432 g of cyclohexanone and 3 g of azobisisobutyronitrile were poured into a five-necked reaction vessel having a capacity of one litter. Then, while introducing nitrogen gas into the reaction vessel, the resultant mixture was heated to 80° C. Then, a mixed liquid constituted by 98.9 g of styrene and 9.1 g of acrylic acid was added drop-wise to the above mixture taking two hours. 30 minutes after finishing of the dropping of the mixed liquid, 3 g of azoisobutyronitrile was added to the resultant ... Conditions: time 2 hour. The product is C(=CC1=CC=CC=C1)C=CC(=O)O (styrene-acrylic acid). Reaction SMILES: C1(=O)CCCCC1.N(C(C)(C)C#N)=NC(C)(C)C#N.[CH2:20]=[CH:21][C:22]1[CH:27]=[CH:26][CH:25]=[CH:24][CH:23]=1.[C:28]([OH:32])(=[O:31])[CH:29]=[CH2:30]>>[CH:20]([CH:30]=[CH:29][C:28]([OH:32])=[O:31])=[CH:21][C:22]1[CH:27]=[CH:26][CH:25]=[CH:24][CH:23]=1. Reactants: resultant mixture, C=CC1=CC=CC=C1 (styrene), C1(CCCCC1)=O (cyclohexanone), N(=NC(C#N)(C)C)C(C#N)(C)C (azobisisobutyronitrile), C(C=C)(=O)O (acrylic acid), resultant mixture, azoisobutyronitrile. Starting materials: C(C)(C)(C)OC(=O)N[C@@H]1CC[C@H](OC1)CC(=O)O ((2S,5R)-(5-tert-butoxycarbonylamino-tetrahydro-pyran-2-yl)-acetic acid), CO (Methanol). Run in O1CCCC1 (tetrahydrofuran), O1CCCC1 (tetrahydrofuran). Reaction conditions: temperature 0 celsius, time 30 minute. Product: C(C)(C)(C)OC(N[C@H]1CO[C@@H](CC1)CCO)=O ((3R,6S)-[6-(2-hydroxy-ethyl)-tetrahydro-pyran-3-yl]-carbamic acid tert-butyl ester). Isolated yield 100.8%. Reaction SMILES: [C:1]([O:5][C:6]([NH:8][C@H:9]1[CH2:14][O:13][C@H:12]([CH2:15][C:16](O)=[O:17])[CH2:11][CH2:10]1)=[O:7])([CH3:4])([CH3:3])[CH3:2].CO>O1CCCC1>[C:1]([O:5][C:6](=[O:7])[NH:8][C@@H:9]1[CH2:10][CH2:11][C@@H:12]([CH2:15][CH2:16][OH:17])[O:13][CH2:14]1)([CH3:4])([CH3:2])[CH3:3]. Procedure: A solution of borane dimethyl sulphide complex in tetrahydrofuran (2.0 M, 289 μL, 0.58 mmol, 3.0 eq) is added dropwise at 0° C. to a stirred solution of (2S,5R)-(5-tert-butoxycarbonylamino-tetrahydro-pyran-2-yl)-acetic acid (50 mg, 0.19 mmol, 1.0 eq) in tetrahydrofuran (2 mL). The reaction mixture is stirred at 0° C. for 30 minutes then at room temperature for 2 hours. Methanol (2 mL) is cautiously added to the reaction mixture that is then evaporated, repeatedly treated with methanol and concen... Starting materials: COC(C1=C(N=C(C=C1)C1=CC(=CC=C1)C(F)(F)F)C)=O (2-methyl-6-(3-trifluoromethyl-phenyl)-nicotinic acid methyl ester), CC(C)C[AlH]CC(C)C (DIBAL-H). The solvent is C1CCOC1 (THF). Yields the product CC1=NC(=CC=C1CO)C1=CC(=CC=C1)C(F)(F)F ([2-Methyl-6-(3-trifluoromethyl-phenyl)-pyridin-3-yl]-methanol). Reaction SMILES: C[O:2][C:3](=O)[C:4]1[CH:9]=[CH:8][C:7]([C:10]2[CH:15]=[CH:14][CH:13]=[C:12]([C:16]([F:19])([F:18])[F:17])[CH:11]=2)=[N:6][C:5]=1[CH3:20].CC(C[AlH]CC(C)C)C>C1COCC1>[CH3:20][C:5]1[C:4]([CH2:3][OH:2])=[CH:9][CH:8]=[C:7]([C:10]2[CH:15]=[CH:14][CH:13]=[C:12]([C:16]([F:18])([F:17])[F:19])[CH:11]=2)[N:6]=1. Procedure details: 1.96 g (6.62 mmol) of the above synthesized 2-methyl-6-(3-trifluoromethyl-phenyl)-nicotinic acid methyl ester in 14 ml of abs. THF was cooled down to 0° C. and reacted with 13.8 ml of DIBAL-H-solution (1.2 M in toluene, 2.5 eq.) for 1 h. Careful quenching with ice/NH4Cl, twofold extraction with AcOEt, washing with brine, drying over sodium sulfate, and evaporation of the solvents left a crude product which was purified by flash chromatography (SiO2, hexane/AcOEt=55/45) to deliver finally 1.66 g ... Reactants: FC=1C=CC(=C(C1)C(CC(CNC1=C2C=NN(C2=CC(=C1)C)C=1C=C(C=CC1)C(=O)N([C@@H](C)C(=O)O)C)(C(F)(F)F)O)(C)C)OC (N-{[3-(4-{[4-[5-Fluoro-2-(methyloxy)phenyl]-2-hydroxy-4-methyl-2-(trifluoromethyl)pentyl]amino}-6-methyl-1H-indazol-1-yl)phenyl]carbonyl}-N-methyl-L-alanine), FC=1C=CC(=C(C1)C(CC(CNC1=C2C=NN(C2=CC(=C1)C)C=1C=C(C(=O)O)C=CC1)(C(F)(F)F)O)(C)C)OC (3-(4-{[4-[5-fluoro-2-(methyloxy)phenyl]-2-hydroxy-4-methyl-2-(trifluoromethyl)pentyl]amino}-6-methyl-1H-indazol-1-yl)benzoic acid), CN[C@H](C)C(=O)O (N-methyl-D-alanine). The product is FC=1C=CC(=C(C1)C(CC(CNC1=C2C=NN(C2=CC(=C1)C)C=1C=C(C=CC1)C(=O)N([C@H](C)C(=O)O)C)(C(F)(F)F)O)(C)C)OC (N-{[3-(4-{[4-[5-Fluoro-2-(methyloxy)phenyl]-2-hydroxy-4-methyl-2-(trifluoromethyl)pentyl]amino}-6-methyl-1H-indazol-1-yl)phenyl]carbonyl}-N-methyl-D-alanine). As a reaction SMILES: [F:1][C:2]1[CH:3]=[CH:4][C:5]([O:45][CH3:46])=[C:6]([C:8]([CH3:44])([CH3:43])[CH2:9][C:10]([OH:42])([C:38]([F:41])([F:40])[F:39])[CH2:11][NH:12][C:13]2[CH:21]=[C:20]([CH3:22])[CH:19]=[C:18]3[C:14]=2[CH:15]=[N:16][N:17]3[C:23]2[CH:24]=[C:25]([C:29]([N:31]([CH3:37])[C@H:32]([C:34]([OH:36])=[O:35])[CH3:33])=[O:30])[CH:26]=[CH:27][CH:28]=2)[CH:7]=1.FC1C=CC(OC)=C(C(C)(C)CC(O)(C(F)(F)F)CNC2C=C(C)C=C3C=2C=NN3C2C=C(C=CC=2)C(O)=O)C=1.CN[C@@H](C(O)=O)C>>[F:1][C:2]1[CH:3]=[CH:4][C:5]([O:45][CH3:46])=[C:6]([C:8]([CH3:43])([CH3:44])[CH2:9][C:10]([OH:42])([C:38]([F:39])([F:40])[F:41])[CH2:11][NH:12][C:13]2[CH:21]=[C:20]([CH3:22])[CH:19]=[C:18]3[C:14]=2[CH:15]=[N:16][N:17]3[C:23]2[CH:24]=[C:25]([C:29]([N:31]([CH3:37])[C@@H:32]([C:34]([OH:36])=[O:35])[CH3:33])=[O:30])[CH:26]=[CH:27][CH:28]=2)[CH:7]=1. Procedure details: Prepared similarly to Intermediate 4 from 3-(4-{[4-[5-fluoro-2-(methyloxy)phenyl]-2-hydroxy-4-methyl-2-(trifluoromethyl)pentyl]amino}-6-methyl-1H-indazol-1-yl)benzoic acid and N-methyl-D-alanine. Reactants: CC, CC(C)S(=O)(=O)NC1Cc2ccc(-c3cccc(N)c3)cc2C1, O=S(=O)(Cl)Cl. Product: CCS(=O)(=O)Nc1cccc(-c2ccc3c(c2)CC(NS(=O)(=O)C(C)C)C3)c1. RXN SMILES: [CH3:29][CH3:30].[NH2:1][c:2]1[cH:3][c:4](-[c:8]2[cH:9][c:10]3[c:14]([cH:15][cH:16]2)[CH2:13][CH:12]([NH:17][S:18](=[O:19])(=[O:20])[CH:21]([CH3:22])[CH3:23])[CH2:11]3)[cH:5][cH:6][cH:7]1.[S:24](=[O:25])(=[O:26])([Cl:27])[Cl:28]>>[NH:1]([c:2]1[cH:3][c:4](-[c:8]2[cH:9][c:10]3[c:14]([cH:15][cH:16]2)[CH2:13][CH:12]([NH:17][S:18](=[O:19])(=[O:20])[CH:21]([CH3:22])[CH3:23])[CH2:11]3)[cH:5][cH:6][cH:7]1)[S:24](=[O:25])(=[O:26])[CH2:29][CH3:30]. The reactants are NC1=NC(=CC=C1)C (2-amino-6-methylpyridine), C1=C(C=CC2=CC=CC=C12)O (2-naphthol), resultant mixture, crystals, [O-]CC.[Na+] (sodium ethoxide), N(=O)OCCC(C)C (isopentyl nitrite), resultant mixture. The solvent is C(C)O (ethanol), C(C)O (ethanol). Reaction conditions: time 8 hour. Yields the product CC1=CC=CC(=N1)N=NC1=C(C=CC2=CC=CC=C12)O (1-(6-methyl-2-pyridylazo)-2-naphthol). RXN SMILES: [NH2:1][C:2]1[CH:7]=[CH:6][CH:5]=[C:4]([CH3:8])[N:3]=1.[O-]CC.[Na+].[N:13](OCCC(C)C)=O.[CH:21]1[C:30]2[C:25](=[CH:26][CH:27]=[CH:28][CH:29]=2)[CH:24]=[CH:23][C:22]=1[OH:31]>C(O)C>[CH3:8][C:4]1[N:3]=[C:2]([N:1]=[N:13][C:21]2[C:30]3[C:25](=[CH:26][CH:27]=[CH:28][CH:29]=3)[CH:24]=[CH:23][C:22]=2[OH:31])[CH:7]=[CH:6][CH:5]=1 |f:1.2|. Procedure details: A reaction flask equipped with a cooling tube and a stirrer was loaded with 2-amino-6-methylpyridine (50 g), ethanol (250 ml), and sodium ethoxide (9.4 g), followed by dropwise addition of isopentyl nitrite (54 g) to the flask in 30 minutes with stirring. The resultant mixture was heated and further stirred at 75 to 80° C. for 4 hours for reaction. Thereafter, the heating was stopped, and the reaction mixture was cooled to room temperature, followed by dropwise addition of 2-naphthol (33.0 g) di... The reactants are Cl (HCl), IC1=C(C=CC(=C1)OC(F)(F)F)O (2-iodo-4-(trifluoromethoxy)phenol), C([O-])([O-])=O.[K+].[K+] (potassium carbonate), C(#N)C=1C=C(C=CC1F)S(=O)(=O)NC1=NC=NS1 (3-cyano-4-fluoro-N-[1,2,4]thiadiazol-5-yl-benzenesulfonamide). Solvent: C(C)(=O)OCC (ethyl acetate), CS(=O)C (Dimethylsulfoxide). The product is C(#N)C=1C=C(C=CC1OC1=C(C=C(C=C1)OC(F)(F)F)I)S(=O)(=O)NC1=NC=NS1 (3-cyano-N-(1,2,4-thiadiazol-5-yl)-4-[2-iodo-4-(trifluoromethoxy)phenoxy]benzenesulfonamide). Reaction SMILES: [I:1][C:2]1[CH:7]=[C:6]([O:8][C:9]([F:12])([F:11])[F:10])[CH:5]=[CH:4][C:3]=1[OH:13].C(=O)([O-])[O-].[K+].[K+].[C:20]([C:22]1[CH:23]=[C:24]([S:29]([NH:32][C:33]2[S:37][N:36]=[CH:35][N:34]=2)(=[O:31])=[O:30])[CH:25]=[CH:26][C:27]=1F)#[N:21].Cl>CS(C)=O.C(OCC)(=O)C>[C:20]([C:22]1[CH:23]=[C:24]([S:29]([NH:32][C:33]2[S:37][N:36]=[CH:35][N:34]=2)(=[O:31])=[O:30])[CH:25]=[CH:26][C:27]=1[O:13][C:3]1[CH:4]=[CH:5][C:6]([O:8][C:9]([F:11])([F:12])[F:10])=[CH:7][C:2]=1[I:1])#[N:21] |f:1.2.3|. Reported procedure: To a suspension of 2-iodo-4-(trifluoromethoxy)phenol (Preparation 226, 600 mg, 1.97 mmol) and potassium carbonate (1125 mg, 8.14 mmol) in Dimethylsulfoxide (10 mL) was added 3-cyano-4-fluoro-N-[1,2,4]thiadiazol-5-yl-benzenesulfonamide (Preparation 65). The reaction was heated to 80° C. under N2 for 7 hours before the addition of ethyl acetate (20 mL) and 3M aqueous HCl solution (30 mL). The organic layer was collected, washed with brine (20 mL), dried over sodium sulphate and concentrated in vac...